From a dataset of the Open Reaction Database (ORD), a public repository of structured organic reaction records. describe an organic reaction: reactants, conditions, products, and yield The reactants are C1(=CC=CC=C1)C(C(C(=O)OC)CC1=CC2=C(C=C1)OCO2)(O)C2=CC=CC=C2 (Methyl (2RS)-3,3-diphenyl-3-hydroxy-2-(3,4-methylenedioxybenzyl)propanoate). Run in Cl (HCl). The product is C1(=CC=CC=C1)C(=C(C(=O)OC)CC1=CC2=C(C=C1)OCO2)C2=CC=CC=C2 (Methyl 3,3-Diphenyl-2-(3,4-methylenedioxybenzyl)prop-2-enoate). Yield: 23.5%. As a reaction SMILES: [C:1]1([C:7]([C:24]2[CH:29]=[CH:28][CH:27]=[CH:26][CH:25]=2)(O)[CH:8]([CH2:13][C:14]2[CH:19]=[CH:18][C:17]3[O:20][CH2:21][O:22][C:16]=3[CH:15]=2)[C:9]([O:11][CH3:12])=[O:10])[CH:6]=[CH:5][CH:4]=[CH:3][CH:2]=1>Cl>[C:24]1([C:7]([C:1]2[CH:6]=[CH:5][CH:4]=[CH:3][CH:2]=2)=[C:8]([CH2:13][C:14]2[CH:19]=[CH:18][C:17]3[O:20][CH2:21][O:22][C:16]=3[CH:15]=2)[C:9]([O:11][CH3:12])=[O:10])[CH:25]=[CH:26][CH:27]=[CH:28][CH:29]=1. Procedure: Methyl (2RS)-3,3-diphenyl-3-hydroxy-2-(3,4-methylenedioxybenzyl)propanoate (0.309 g, 0.79 mmol) was dissolved in methanolic HCl (60 ml) (prepared by passing HCl gas through MeOH at 0° C.). After 4 days at ambient temperature the MeOH was removed by evaporation and replaced with fresh methanolic HCl. After a further 2 days the methanol was evaporated. The residue was recrystallized (MeOH) to give the title compound as a colorless solid (69 mg, 23%). The reactants are Oc1cccnc1Br, O=C([O-])[O-], CCI, [K+], [K+], CN(C)C=O. The product is CCOc1cccnc1Br. Reaction SMILES: [Br:4][c:5]1[n:6][cH:7][cH:8][cH:9][c:10]1[OH:11].[C:12](=[O:13])([O-:14])[O-:15].[I:1][CH2:2][CH3:3].[K+:16].[K+:17].[O:18]=[CH:19][N:20]([CH3:21])[CH3:22]>>[CH2:2]([CH3:3])[O:11][c:10]1[c:5]([Br:4])[n:6][cH:7][cH:8][cH:9]1. Reagents/catalysts: Cl (HCl), N1CCCCC1 (piperidine). Yields the product C(#N)C(C(=O)N)=CC1=CC(=C(C=C1)O)OC (2-Cyano-3-(4-Hydroxy-3-Methoxyphenyl)-2-Propenamide). Starting materials: O=CC1=CC(OC)=C(O)C=C1 (vanillin), C(#N)CC(=O)N (α-cyanoacetamide). Procedure details: A reaction mixture of vanillin (1.52 g, 0.01 mol), α-cyanoacetamide (0.84 g, 0.01 mol), ethanol (25 mL) and piperidine (6 drops) is heated at reflux for 1 hour and then allowed to cool to room temperature. The reaction mixture is acidified to pH of about 3-4 by addition of a few drops of concentrated HCl. The product which is collected by filtration, washed with ethanol and dried in air has the following structure supported by mass spectrometry: ##STR23## The yield of product is 1.5 g (68.8%). I... The solvent is C(C)O (ethanol). RXN SMILES: O=[CH:2][C:3]1[CH:11]=[CH:10][C:8]([OH:9])=[C:5]([O:6][CH3:7])[CH:4]=1.[C:12]([CH2:14][C:15]([NH2:17])=[O:16])#[N:13]>N1CCCCC1.Cl.C(O)C>[C:12]([C:14](=[CH:2][C:3]1[CH:11]=[CH:10][C:8]([OH:9])=[C:5]([O:6][CH3:7])[CH:4]=1)[C:15]([NH2:17])=[O:16])#[N:13].